From a dataset of the Open Reaction Database (ORD), a public repository of structured organic reaction records. describe an organic reaction: reactants, conditions, products, and yield Reactants: N1C=NC=C1 (imidazole), CS(=O)(=O)OCCCC1=CC(=C(C=C1)OCC=1N=C(OC1)\C=C\C1=CC=CC=C1)OC (3-[3-methoxy-4-[2-[(E)-2-phenylethenyl]-4-oxazolylmethoxy]phenyl]propyl methanesulfonate). Product: N1(C=NC=C1)CCCC1=CC(=C(OCC=2N=C(OC2)\C=C\C2=CC=CC=C2)C=C1)OC (4-[4-[3-(1-imidazolyl)propyl]-2-methoxyphenoxymethyl]-2-[(E)-2-phenylethenyl]oxazole). Isolated yield 60.0%. RXN SMILES: [NH:1]1[CH:5]=[CH:4][N:3]=[CH:2]1.CS(O[CH2:11][CH2:12][CH2:13][C:14]1[CH:19]=[CH:18][C:17]([O:20][CH2:21][C:22]2[N:23]=[C:24](/[CH:27]=[CH:28]/[C:29]3[CH:34]=[CH:33][CH:32]=[CH:31][CH:30]=3)[O:25][CH:26]=2)=[C:16]([O:35][CH3:36])[CH:15]=1)(=O)=O>>[N:1]1([CH2:11][CH2:12][CH2:13][C:14]2[CH:19]=[CH:18][C:17]([O:20][CH2:21][C:22]3[N:23]=[C:24](/[CH:27]=[CH:28]/[C:29]4[CH:34]=[CH:33][CH:32]=[CH:31][CH:30]=4)[O:25][CH:26]=3)=[C:16]([O:35][CH3:36])[CH:15]=2)[CH:5]=[CH:4][N:3]=[CH:2]1. Procedure: In substantially the same manner as in Working Example 8, imidazole was allowed to react with 3-[3-methoxy-4-[2-[(E)-2-phenylethenyl]-4-oxazolylmethoxy]phenyl]propyl methanesulfonate to give 4-[4-[3-(1-imidazolyl)propyl]-2-methoxyphenoxymethyl]-2-[(E)-2-phenylethenyl]oxazole. The yield was 60%. Recrystallization from ethyl acetate-hexane gave colorless prisms, m,p.95-96° C. Yields the product C(C)OC(=O)C=1C=NN2C1N=CC(=C2O)C(=O)N2CCC(CC2)(C2=CC=CC=C2)C (3-Ethoxycarbonyl-7-hydroxy-6-(4-methyl-4-phenylpiperidine-1-carbonyl)pyrazolo[1,5-a]pyrimidine). Reaction SMILES: [CH2:1]([O:3][C:4]([C:6]1[CH:7]=[N:8][N:9]2[C:14]([OH:15])=[C:13]([C:16]([OH:18])=O)[CH:12]=[N:11][C:10]=12)=[O:5])[CH3:2].[CH3:19][C:20]1([C:26]2[CH:31]=[CH:30][CH:29]=[CH:28][CH:27]=2)[CH2:25][CH2:24][NH:23][CH2:22][CH2:21]1>>[CH2:1]([O:3][C:4]([C:6]1[CH:7]=[N:8][N:9]2[C:14]([OH:15])=[C:13]([C:16]([N:23]3[CH2:24][CH2:25][C:20]([CH3:19])([C:26]4[CH:31]=[CH:30][CH:29]=[CH:28][CH:27]=4)[CH2:21][CH2:22]3)=[O:18])[CH:12]=[N:11][C:10]=12)=[O:5])[CH3:2]. Yield: 68.6%. Reported procedure: In the same manner as in Example 1, step 2 and using 3-ethoxycarbonyl-7-hydroxypyrazolo[1,5-a]pyrimidine-6-carboxylic acid (583 mg, 2.32 mmol) obtained in Example 19, step 2 and 4-methyl-4-phenylpiperidine (Journal of Medicinal Chemistry, vol. 41, page 5320, 590 mg, 2.79 mmol), the title compound (650 mg, 69%) was obtained. Starting materials: C(C)OC(=O)C=1C=NN2C1N=CC(=C2O)C(=O)O (3-Ethoxycarbonyl-7-hydroxypyrazolo[1,5-a]pyrimidine-6-carboxylic acid), CC1(CCNCC1)C1=CC=CC=C1 (4-methyl-4-phenylpiperidine). Isolated yield 19.5%. Run in CN(C(C)=O)C (N,N-dimethylacetamide). As a reaction SMILES: [NH2:1][C:2]1[N:3]=[C:4]2[CH:9]=[CH:8][C:7]([O:10][C:11]3[CH:12]=[C:13]([NH:17][C:18](=[O:30])[C:19]4[CH:24]=[CH:23][CH:22]=[C:21]([C:25]5([C:28]#[N:29])[CH2:27][CH2:26]5)[CH:20]=4)[CH:14]=[CH:15][CH:16]=3)=[N:6][N:5]2[CH:31]=1.[F:32][C:33]1[CH:41]=[CH:40][C:36]([C:37](O)=[O:38])=[CH:35][N:34]=1.C(Cl)(=O)C(Cl)=O.O1CCCC1>CN(C)C=O.CN(C)C(=O)C>[C:28]([C:25]1([C:21]2[CH:20]=[C:19]([CH:24]=[CH:23][CH:22]=2)[C:18]([NH:17][C:13]2[CH:12]=[C:11]([CH:16]=[CH:15][CH:14]=2)[O:10][C:7]2[CH:8]=[CH:9][C:4]3[N:5]([CH:31]=[C:2]([NH:1][C:37](=[O:38])[C:36]4[CH:40]=[CH:41][C:33]([F:32])=[N:34][CH:35]=4)[N:3]=3)[N:6]=2)=[O:30])[CH2:27][CH2:26]1)#[N:29]. Product: C(#N)C1(CC1)C=1C=C(C(=O)NC=2C=C(OC=3C=CC=4N(N3)C=C(N4)NC(C4=CN=C(C=C4)F)=O)C=CC2)C=CC1 (N-[6-(3-{[3-(1-cyanocyclopropyl)benzoyl]amino}phenoxy)imidazo[1,2-b]pyridazin-2-yl]-6-fluoronicotinamide). The reagents and catalysts are CN(C=O)C (N,N-dimethylformamide). Starting materials: NC=1N=C2N(N=C(C=C2)OC=2C=C(C=CC2)NC(C2=CC(=CC=C2)C2(CC2)C#N)=O)C1 (N-{3-[(2-aminoimidazo[1,2-b]pyridazin-6-yl)oxy]phenyl}-3-(1-cyanocyclopropyl)benzamide), O1CCCC1 (tetrahydrofuran), FC1=NC=C(C(=O)O)C=C1 (6-fluoronicotinic acid), C(C(=O)Cl)(=O)Cl (oxalyl chloride). Reported procedure: Using N-{3-[(2-aminoimidazo[1,2-b]pyridazin-6-yl)oxy]phenyl}-3-(1-cyanocyclopropyl)benzamide (150 mg, 0.365 mmol), 6-fluoronicotinic acid (61 mg, 0.438 mmol), oxalyl chloride (64 μL, 0.730 mmol), N,N-dimethylformamide (1 drop), tetrahydrofuran (3 mL) and N,N-dimethylacetamide (3 mL) as starting materials and in the same manner as in Example 412, the title compound (38 mg, 20%) was obtained as a pale-green powder. Reactants: [K] (potassium), CN(C)C=O (DMF), BrC1=C(C=CC(=C1)C)N (2-bromo-4-methyl-phenylamine), C(C)OC(=S)S (O-ethylxanthic acid). Yields the product SC=1SC2=C(N1)C(=CC=C2)C (2-Mercapto 4-methyl-benzothiazole), solid. Reaction SMILES: Br[C:2]1[CH:7]=[C:6]([CH3:8])[CH:5]=[CH:4][C:3]=1N.C(O[C:13]([SH:15])=[S:14])C.[K].C[N:18](C=O)C>>[SH:15][C:13]1[S:14][C:2]2[CH:3]=[CH:4][CH:5]=[C:6]([CH3:8])[C:7]=2[N:18]=1 |^1:15|. Reported procedure: The title compound was prepared using the method of example 239, starting with 2-bromo-4-methyl-phenylamine (Acros) (27.9 g), O-ethylxanthic acid, potassium salt (Lancaster, 54 g) in DMF (250 mL). The mercaptobenzothiazole 340 was obtained as an pale brown solid (27 g). Recrystalization from CHCl3 gave pinkish white crystals (20 g). RXN SMILES: [Br:2][c:3]1[cH:4][c:5]([NH2:15])[cH:6][c:7]([NH:9][CH2:10][C:11]([F:12])([F:13])[F:14])[cH:8]1.[CH3:28][S:29]([CH3:30])=[O:31].[Cl:16][c:17]1[n:18][cH:19][cH:20][c:21]([C:23]([F:24])([F:25])[F:26])[n:22]1.[ClH:1].[OH2:27]>>[Br:2][c:3]1[cH:4][c:5]([NH:15][c:17]2[n:18][cH:19][cH:20][c:21]([C:23]([F:24])([F:25])[F:26])[n:22]2)[cH:6][c:7]([NH:9][CH2:10][C:11]([F:12])([F:13])[F:14])[cH:8]1. Starting materials: Nc1cc(Br)cc(NCC(F)(F)F)c1, CS(C)=O, FC(F)(F)c1ccnc(Cl)n1, Cl, O. Yields the product FC(F)(F)CNc1cc(Br)cc(Nc2nccc(C(F)(F)F)n2)c1. Starting materials: N1=CC=CC=C1 (Pyridine), Cl.C(CC)NOCCC (N-Propyl-N-propoxyamine hydrochloride), BrCC(=O)Br (Bromoacetyl bromide). Solvent: C(C)#N (acetonitrile). Run at temperature -20 celsius, time 30 minute. Product: C(CC)N(C(CBr)=O)OCCC (N-propyl-N-propoxy-bromoacetamide). Isolated yield 197.8%. Reaction SMILES: Cl.[CH2:2]([NH:5][O:6][CH2:7][CH2:8][CH3:9])[CH2:3][CH3:4].N1C=CC=CC=1.[Br:16][CH2:17][C:18](Br)=[O:19]>C(#N)C>[CH2:2]([N:5]([O:6][CH2:7][CH2:8][CH3:9])[C:18](=[O:19])[CH2:17][Br:16])[CH2:3][CH3:4] |f:0.1|. Procedure details: N-Propyl-N-propoxyamine hydrochloride (0.30 g) was dissolved in acetonitrile and cooled to −20° C. Pyridine (0.2 mL) was added. Bromoacetyl bromide (0.15 g) was added dropwise over 5 min. The solution was stirred at −20° C. for 30 min. The bath was removed and the solution was stirred for 6 hours at room temperature. The solvent was removed in vacuo and the residue taken up in EtOAc (50 mL) and washed with water (1×25 mL), 1N phosphoric acid (3×25 mL), and brine (1×25 mL). The organic layer was ... Starting materials: N[C@@H]1[C@@H](CN(CC1)C=1SC(=CN1)C(=O)OCC)OC (ethyl cis(±)-2-(4-amino-3-methoxypiperidin-1-yl)-1,3-thiazole-5-carboxylate), CCN=C=NCCCN(C)C.Cl (WSC hydrochloride), N[C@@H]1[C@@H](CN(CC1)C=1SC(=CN1)C(=O)OCC)OC (Ethyl cis(±)-2-(4-amino-3-methoxypiperidin-1-yl)-1,3-thiazole-5-carboxylate), ClC=1N=C(NC1Cl)C(=O)O (4,5-dichloroimidazole-2-carboxylic acid). The reagents and catalysts are CN(C)C=1C=CN=CC1 (DMAP). The product is ClC=1N=C(NC1Cl)C(=O)N[C@@H]1[C@@H](CN(CC1)C=1SC(=CN1)C(=O)OCC)OC (Ethyl cis(±)-2-(4-{[(4,5-dichloro-1H-imidazol-2-yl)carbonyl]amino}-3-methoxypiperidin-1-yl)-1,3-thiazole-5-carboxylate). Isolated yield 24.0%. RXN SMILES: [NH2:1][C@H:2]1[CH2:7][CH2:6][N:5]([C:8]2[S:9][C:10]([C:13]([O:15][CH2:16][CH3:17])=[O:14])=[CH:11][N:12]=2)[CH2:4][C@H:3]1[O:18][CH3:19].[Cl:20][C:21]1[N:22]=[C:23]([C:27](O)=[O:28])[NH:24][C:25]=1[Cl:26].CCN=C=NCCCN(C)C.Cl>CN(C1C=CN=CC=1)C>[Cl:20][C:21]1[N:22]=[C:23]([C:27]([NH:1][C@H:2]2[CH2:7][CH2:6][N:5]([C:8]3[S:9][C:10]([C:13]([O:15][CH2:16][CH3:17])=[O:14])=[CH:11][N:12]=3)[CH2:4][C@H:3]2[O:18][CH3:19])=[O:28])[NH:24][C:25]=1[Cl:26] |f:2.3|. Reported procedure: The same operation as in Example (1g) was performed using ethyl cis(±)-2-(4-amino-3-methoxypiperidin-1-yl)-1,3-thiazole-5-carboxylate obtained by the method described in Example (5d) (0.23 g, 0.81 mmol), 4,5-dichloroimidazole-2-carboxylic acid obtained in Example (7d) (84 mg, 0.46 mmol), WSC hydrochloride (0.24 g, 1.25 mmol) and DMAP (10 mg, 0.083 mmol), to obtain 49 mg of the title compound as a pale yellow solid (24%).